From a dataset of the Open Reaction Database (ORD), a public repository of structured organic reaction records. describe an organic reaction: reactants, conditions, products, and yield The reactants are CCCCCCN1C(=O)C(c2ccc(N(CCCCCC(=O)OC)CC(CC)CCCC)cc2)=C(C#N)C1=C(C#N)C#N, ClCCl, Cl, [Na+], [Na+], O=S(=O)([O-])[O-], C1CCOC1, O. Yields the product CCCCCCN1C(=O)C(c2ccc(N(CCCCCC(=O)O)CC(CC)CCCC)cc2)=C(C#N)C1=C(C#N)C#N. Reaction SMILES: [C:1](#[N:2])[C:3]1=[C:4]([c:20]2[cH:21][cH:22][c:23]([N:26]([CH2:27][CH2:28][CH2:29][CH2:30][CH2:31][C:32](=[O:33])[O:34][CH3:35])[CH2:36][CH:37]([CH2:38][CH2:39][CH2:40][CH3:41])[CH2:42][CH3:43])[cH:24][cH:25]2)[C:5](=[O:19])[N:6]([CH2:13][CH2:14][CH2:15][CH2:16][CH2:17][CH3:18])[C:7]1=[C:8]([C:9]#[N:10])[C:11]#[N:12].[Cl:57][CH2:58][Cl:59].[ClH:49].[Na+:50].[Na+:51].[O-:52][S:53](=[O:54])(=[O:55])[O-:56].[O:44]1[CH2:45][CH2:46][CH2:47][CH2:48]1.[OH2:60]>>[C:1](#[N:2])[C:3]1=[C:4]([c:20]2[cH:21][cH:22][c:23]([N:26]([CH2:27][CH2:28][CH2:29][CH2:30][CH2:31][C:32](=[O:33])[OH:34])[CH2:36][CH:37]([CH2:38][CH2:39][CH2:40][CH3:41])[CH2:42][CH3:43])[cH:24][cH:25]2)[C:5](=[O:19])[N:6]([CH2:13][CH2:14][CH2:15][CH2:16][CH2:17][CH3:18])[C:7]1=[C:8]([C:9]#[N:10])[C:11]#[N:12]. Starting materials: CCO, NC1CCCCC1N, O, S=C=S. Product: S=C1NC2CCCCC2N1. Reaction SMILES: [CH3:4][CH2:5][OH:6].[NH2:7][CH:8]1[CH:9]([NH2:14])[CH2:10][CH2:11][CH2:12][CH2:13]1.[OH2:15].[S:1]=[C:2]=[S:3]>>[C:2]1(=[S:3])[NH:7][CH:8]2[CH:9]([CH2:10][CH2:11][CH2:12][CH2:13]2)[NH:14]1. Reactants: CI, CC(C)(C)[O-], Sc1ccc(Cl)c(Cl)c1, [K+], C1CCOC1. Product: CSc1ccc(Cl)c(Cl)c1. Reaction SMILES: [CH3:16][I:17].[CH3:1][C:2]([CH3:3])([O-:4])[CH3:5].[Cl:7][c:8]1[cH:9][c:10]([SH:15])[cH:11][cH:12][c:13]1[Cl:14].[K+:6].[O:18]1[CH2:19][CH2:20][CH2:21][CH2:22]1>>[CH3:1][S:15][c:10]1[cH:9][c:8]([Cl:7])[c:13]([Cl:14])[cH:12][cH:11]1. Reactants: C(C1=CC=CC=C1)Br (benzyl bromide), C(=O)(O)C1NC(SC12CCN(CC2)C2=CC=CC=C2)C(C(=O)OC(C)(C)C)N2C(C=1C(C2=O)=CC=CC1)=O (tert-butyl 4-carboxy-8-phenyl-alpha-phthalimido-1-thia-3,8-diazaspiro[4.5]decane-2-acetate). Run in CN(C=O)C (N,N-dimethylformamide), CN(C=O)C (N,N-dimethylformamide). Reaction conditions: time 8 hour. The product is C(C1=CC=CC=C1)OC(=O)C1NC(SC12CCN(CC2)C2=CC=CC=C2)C(C(=O)OC(C)(C)C)N2C(C=1C(C2=O)=CC=CC1)=O (tert-butyl 4-benzyloxycarbonyl-8-phenyl-alpha-phthalimido-1-thia-3,8-diazaspiro[4.5]decane-2-acetate). Isolated yield 66.0%. Reaction SMILES: [CH2:1](Br)[C:2]1[CH:7]=[CH:6][CH:5]=[CH:4][CH:3]=1.[C:9]([CH:12]1[C:16]2([CH2:21][CH2:20][N:19]([C:22]3[CH:27]=[CH:26][CH:25]=[CH:24][CH:23]=3)[CH2:18][CH2:17]2)[S:15][CH:14]([CH:28]([N:36]2[C:40](=[O:41])[C:39]3=[CH:42][CH:43]=[CH:44][CH:45]=[C:38]3[C:37]2=[O:46])[C:29]([O:31][C:32]([CH3:35])([CH3:34])[CH3:33])=[O:30])[NH:13]1)([OH:11])=[O:10]>CN(C)C=O>[CH2:1]([O:11][C:9]([CH:12]1[C:16]2([CH2:17][CH2:18][N:19]([C:22]3[CH:23]=[CH:24][CH:25]=[CH:26][CH:27]=3)[CH2:20][CH2:21]2)[S:15][CH:14]([CH:28]([N:36]2[C:37](=[O:46])[C:38]3=[CH:45][CH:44]=[CH:43][CH:42]=[C:39]3[C:40]2=[O:41])[C:29]([O:31][C:32]([CH3:35])([CH3:34])[CH3:33])=[O:30])[NH:13]1)=[O:10])[C:2]1[CH:7]=[CH:6][CH:5]=[CH:4][CH:3]=1. Procedure: 17 g (0.10 mole) of benzyl bromide, dissolved in 20 ml of N,N-dimethylformamide are added to 24 g (0.0447 mole) of the alpha-isomer of tert-butyl 4-carboxy-8-phenyl-alpha-phthalimido-1-thia-3,8-diazaspiro[4.5]decane-2-acetate, obtained in 2.3, dissolved in 200 ml of N,N-dimethylformamide. The reaction mixture is stirred overnight at ambient temperature and is then poured onto ice, extracted three times with 500 ml amounts of ethyl acetate and the organic phase washed successively with a little w... Starting materials: 2,7-Bis(diarylamino)-9,9-bis(diarylaminophenyl)fluorene, [N+](=O)([O-])C=1C(C2=CC3=CC(=CC=C3C2=CC1)[N+](=O)[O-])=O (2,7-dinitrofluorenone), NC1=CC=CC=C1 (aniline). The product is [N+](=O)([O-])C1=CC=2C(C3=CC(=CC=C3C2C=C1)[N+](=O)[O-])(C1=C(C=CC=C1)N)C1=C(C=CC=C1)N (2,7-dinitro-9,9-bis(aminophenyl)fluorene). Reaction SMILES: [N+:1]([C:4]1[C:5](=O)[C:6]2[C:14](=[CH:15][CH:16]=1)[C:13]1[C:8](=[CH:9][C:10]([N+:17]([O-:19])=[O:18])=[CH:11][CH:12]=1)[CH:7]=2)([O-:3])=[O:2].[NH2:21][C:22]1[CH:27]=[CH:26][CH:25]=[CH:24][CH:23]=1>>[N+:1]([C:4]1[CH:16]=[CH:15][C:14]2[C:13]3[C:8](=[CH:9][C:10]([N+:17]([O-:19])=[O:18])=[CH:11][CH:12]=3)[C:7]([C:16]3[CH:15]=[CH:14][CH:6]=[CH:5][C:4]=3[NH2:1])([C:23]3[CH:24]=[CH:25][CH:26]=[CH:27][C:22]=3[NH2:21])[C:6]=2[CH:5]=1)([O-:3])=[O:2]. Reported procedure: 2,7-Bis(diarylamino)-9,9-bis(diarylaminophenyl)fluorene, a compound of this invention, can be synthesized according to the above synthetic route as follows: A mixture of a 2,7-dinitrofluorenone and an aniline is refluxed in the presence of an acid catalyst to give an intermediate 2,7-dinitro-9,9-bis(aminophenyl)fluorene. The two nitro groups are then converted to two amino groups by a reduction reaction with Fe/NH4Cl. Finally, the reduced intermediate is reacted with aryl halides (Ar—X and Ar′—X... Reaction conditions: time 6 hour. Reagents/catalysts: [Pt]=O (platinum oxide). RXN SMILES: [C:1]([C:4]1[CH:9]=[CH:8][C:7]([CH2:10][C:11](=O)[CH3:12])=[CH:6][CH:5]=1)(=[O:3])[CH3:2].[OH:14][CH:15]([C:18]1[CH:23]=[CH:22][CH:21]=[CH:20][CH:19]=1)[CH2:16][NH2:17].C(O)C>C1C=CC=CC=1.[Pt]=O>[C:1]([C:4]1[CH:9]=[CH:8][C:7]([CH2:10][CH:11]([NH:17][CH2:16][CH:15]([OH:14])[C:18]2[CH:23]=[CH:22][CH:21]=[CH:20][CH:19]=2)[CH3:12])=[CH:6][CH:5]=1)(=[O:3])[CH3:2]. Reported procedure: A mixture of 1-(4-acetylphenyl) propan-2-one (10.9 g) and 2-hydroxy-2-phenylethanamine (8.5 g) in benzene (200 ml) was refluxed for 4 hours under Dean and Stark conditions. The solvent was replaced with ethanol (200 ml), platinum oxide (200 mg) was added and the mixture was hydrogenated at ambient temperature and pressure for 6 hours. The solution was filtered and the filtrate was evaporated and chromatographed on silica gel 60 (400 g) eluting with 1% methanol/chloroform. The first fraction (9.0... The solvent is C1=CC=CC=C1 (benzene). The reactants are C(C)(=O)C1=CC=C(C=C1)CC(C)=O (1-(4-acetylphenyl) propan-2-one), OC(CN)C1=CC=CC=C1 (2-hydroxy-2-phenylethanamine), C(C)O (ethanol). The product is C(C)(=O)C1=CC=C(C=C1)CC(C)NCC(C1=CC=CC=C1)O (N-[2-(4-Acetylphenyl)-1-methylethyl]-2-hydroxy-2-phenylethanamine).